From a dataset of the Open Reaction Database (ORD), a public repository of structured organic reaction records. describe an organic reaction: reactants, conditions, products, and yield As a reaction SMILES: [CH2:1]([NH2:9])[CH2:2][CH2:3][CH2:4][CH2:5][CH2:6][CH2:7][CH3:8].[CH2:10]([N:14]=[C:15]=[O:16])[CH2:11][CH2:12][CH3:13].Cl.[F:18][B-:19]([F:22])([F:21])[F:20].[Na+]>C(OCC)(=O)C.CO>[F:18][B-:19]([F:22])([F:21])[F:20].[CH2:10]([NH:14][C:15]([NH:9][CH2:1][CH2:2][CH2:3][CH2:4][CH2:5][CH2:6][CH2:7][CH3:8])=[O:16])[CH2:11][CH2:12][CH3:13] |f:3.4,7.8|. The yield is 97.0%. The reactants are C(CCC)N=C=O (n-butylisocyanate), Cl (hydrochloric acid), F[B-](F)(F)F.[Na+] (sodium tetrafluoroborate), C(CCCCCCC)N (octylamine). Product: F[B-](F)(F)F.C(CCC)NC(=O)NCCCCCCCC (N-n-butyl-N'-octylurea tetrafluoroborate). The solvent is C(C)(=O)OCC (ethyl acetate), CO (methanol), CO (methanol), C(C)(=O)OCC (ethyl acetate), CO (methanol). Procedure: A four necked flask equipped with a thermometer, stirrer and drip funnel was charged with 2.58 g of octylamine and 200 g of ethyl acetate. To this was added dropwise a solution of 1.98 g of n-butylisocyanate in 30 g of ethyl acetate with stirring over 30 minutes while maintaining the inner temperature at 10° C. and allowed to react until the absorption of isocyanato group (2240 cm-1) disappeared IR spectrometrically. After dissolving the solidified reaction product in 50 g of methanol, a mixture... Conditions: temperature 10 celsius, time 30 minute. Reactants: COC(CCC\C=C/C[C@H]1[C@H](C[C@H]([C@@H]1\C=C\[C@H](CCCCC)OC1OCCCC1)OC1OCCCC1)O)=O ((5Z,13E)-(9α,11α,15S)-9-hydroxy-11,15-bis(tetrahydropyran-2-yloxy)prosta-5,13-dienoic acid methyl ester), C([O-])([O-])=O.[Ca+2] (calcium carbonate), BrBr (bromine), C1(=CC=CC=C1)[SeH-](=[Se])C1=CC=CC=C1 (diphenyldiselenide), solution, C1(=CC=CC=C1)[Se]Br (benzeneselenenyl bromide), [Cl-].[NH4+] (ammonium chloride). Solvent: O1CCCC1 (tetrahydrofuran), O1CCCC1 (tetrahydrofuran), O1CCCC1 (tetrahydrofuran). Run at time 1 hour. The product is COC(CCCC(C1C[C@H]2[C@H](C[C@H]([C@@H]2\C=C\[C@H](CCCCC)OC2OCCCC2)OC2OCCCC2)O1)[Se]C1=CC=CC=C1)=O ((13E)-(5RS,6RS,9α,11α,15S)-5-Phenylseleno-6,9-epoxy-11,15-bis(tetrahydropyran-2-yloxy)prost-13-enoic acid methyl ester). As a reaction SMILES: [CH3:1][O:2][C:3](=[O:38])[CH2:4][CH2:5][CH2:6]/[CH:7]=[CH:8]\[CH2:9][C@@H:10]1[C@@H:14](/[CH:15]=[CH:16]/[C@@H:17]([O:23][CH:24]2[CH2:29][CH2:28][CH2:27][CH2:26][O:25]2)[CH2:18][CH2:19][CH2:20][CH2:21][CH3:22])[C@H:13]([O:30][CH:31]2[CH2:36][CH2:35][CH2:34][CH2:33][O:32]2)[CH2:12][C@@H:11]1[OH:37].C(=O)([O-])[O-].[Ca+2].[C:44]1([Se:50]Br)[CH:49]=[CH:48][CH:47]=[CH:46][CH:45]=1.BrBr.C1([SeH-](C2C=CC=CC=2)=[Se])C=CC=CC=1.[Cl-].[NH4+]>O1CCCC1>[CH3:1][O:2][C:3](=[O:38])[CH2:4][CH2:5][CH2:6][CH:7]([Se:50][C:44]1[CH:49]=[CH:48][CH:47]=[CH:46][CH:45]=1)[CH:8]1[O:37][C@H:11]2[CH2:12][C@@H:13]([O:30][CH:31]3[CH2:36][CH2:35][CH2:34][CH2:33][O:32]3)[C@H:14](/[CH:15]=[CH:16]/[C@@H:17]([O:23][CH:24]3[CH2:29][CH2:28][CH2:27][CH2:26][O:25]3)[CH2:18][CH2:19][CH2:20][CH2:21][CH3:22])[C@H:10]2[CH2:9]1 |f:1.2,6.7|. Procedure: To a solution of 3.3 g of (5Z,13E)-(9α,11α,15S)-9-hydroxy-11,15-bis(tetrahydropyran-2-yloxy)prosta-5,13-dienoic acid methyl ester in 60 ml of tetrahydrofuran was added 610 mg of calcium carbonate at -20° C., and then 6 ml of a solution of benzeneselenenyl bromide in tetrahydrofuran (prepared by adding 0.19 ml of bromine to a solution of 1.25 g of diphenyldiselenide in 6 ml of tetrahydrofuran and stirring the mixture at room temperature for one hour) was added and the reaction mixture was stirred... The reactants are CCC1CC(C)(C)CCC1=O, OC1CCCCC1. The product is CCC1CC(C)(C)CCC1O. Reaction SMILES: [CH2:8]([CH3:9])[CH:10]1[C:11](=[O:18])[CH2:12][CH2:13][C:14]([CH3:16])([CH3:17])[CH2:15]1.[OH:1][CH:2]1[CH2:3][CH2:4][CH2:5][CH2:6][CH2:7]1>>[CH2:8]([CH3:9])[CH:10]1[CH:11]([OH:18])[CH2:12][CH2:13][C:14]([CH3:16])([CH3:17])[CH2:15]1. The reactants are BrC=1C=C(C=CC1)C=1C=CC(NN1)=O (6-(3-bromophenyl)-3(2H)-pyridazinone), C=O (paraformaldehyde), N1CCOCC1 (morpholine). The solvent is CO (methanol). Yields the product BrC=1C=C(C=CC1)C=1C=CC(N(N1)CN1CCOCC1)=O (6-(3-Bromophenyl)-2-morpholinomethyl-3(2H)-pyridazinone). Yield: 54.5%. Reaction SMILES: [Br:1][C:2]1[CH:3]=[C:4]([C:8]2[CH:9]=[CH:10][C:11](=[O:14])[NH:12][N:13]=2)[CH:5]=[CH:6][CH:7]=1.[CH2:15]=O.[NH:17]1[CH2:22][CH2:21][O:20][CH2:19][CH2:18]1>CO>[Br:1][C:2]1[CH:3]=[C:4]([C:8]2[CH:9]=[CH:10][C:11](=[O:14])[N:12]([CH2:15][N:17]3[CH2:22][CH2:21][O:20][CH2:19][CH2:18]3)[N:13]=2)[CH:5]=[CH:6][CH:7]=1. Procedure details: To 20 ml of methanol were added 1 g of 6-(3-bromophenyl)-3(2H)-pyridazinone, 0.13 g of paraformaldehyde and 0.35 g of morpholine, and the resulting mixture was heated under reflux for 2 hours. The reaction mixture was then left to cool, after which the methanol was distilled off under reduced pressure. The residue was recrystallised from a 1:1 by volume mixture of ethyl acetate and hexane, to afford 0.76 g (yield 54%) of the desired Compound No. 26, melting at 110°-111° C. Reaction SMILES: Cl.[NH2:2][CH2:3][CH2:4][O:5][C:6]1[CH:7]=[C:8]([C:12]2[CH:13]=[C:14]3[C:19](=[CH:20][C:21]=2[F:22])[N:18]([CH3:23])[C:17](=[O:24])[CH2:16][CH2:15]3)[CH:9]=[N:10][CH:11]=1.[CH3:25][C:26]1[C:30]([C:31](O)=[O:32])=[C:29]([CH3:34])[O:28][N:27]=1>>[F:22][C:21]1[CH:20]=[C:19]2[C:14]([CH2:15][CH2:16][C:17](=[O:24])[N:18]2[CH3:23])=[CH:13][C:12]=1[C:8]1[CH:7]=[C:6]([O:5][CH2:4][CH2:3][NH:2][C:31]([C:30]2[C:26]([CH3:25])=[N:27][O:28][C:29]=2[CH3:34])=[O:32])[CH:11]=[N:10][CH:9]=1 |f:0.1|. Reported procedure: In analogy to the procedure described for the preparation of example 219, 6-[5-(2-amino-ethoxy)-pyridin-3-yl]-7-fluoro-1-methyl-3,4-dihydro-1H-quinolin-2-one hydrochloride (example 238) has been coupled with 3,5-dimethyl-isoxazole-4-carboxylic acid to give the title compound as a colorless solid. MS: 439.4 (M+H+). Starting materials: Cl.NCCOC=1C=C(C=NC1)C=1C=C2CCC(N(C2=CC1F)C)=O (6-[5-(2-Amino-ethoxy)-pyridin-3-yl]-7-fluoro-1-methyl-3,4-dihydro-1H-quinolin-2-one hydrochloride), CC1=NOC(=C1C(=O)O)C (3,5-dimethyl-isoxazole-4-carboxylic acid). Product: FC1=C(C=C2CCC(N(C2=C1)C)=O)C=1C=C(C=NC1)OCCNC(=O)C=1C(=NOC1C)C (3,5-Dimethyl-isoxazole-4-carboxylic acid {2-[5-(7-fluoro-1-methyl-2-oxo-1,2,3,4-tetrahydro-quinolin-6-yl)-pyridin-3-yloxy]-ethyl}-amide). Yields the product C#CCOc1ccc(NCc2ccc3nc(OC)c(OC)nc3c2)c(C(=O)c2ccc(C(C)C)cc2)c1. The reactants are COc1nc2ccc(CBr)cc2nc1OC, O=C([O-])[O-], [K+], [K+], C#CCOc1ccc(N)c(C(=O)c2ccc(C(C)C)cc2)c1, C1COCCO1, O. Reaction SMILES: [Br:29][CH2:30][c:31]1[cH:32][c:33]2[n:34][c:35]([O:43][CH3:44])[c:36]([O:41][CH3:42])[n:37][c:38]2[cH:39][cH:40]1.[C:23](=[O:24])([O-:25])[O-:26].[K+:27].[K+:28].[NH2:1][c:2]1[c:3]([C:12](=[O:13])[c:14]2[cH:15][cH:16][c:17]([CH:20]([CH3:21])[CH3:22])[cH:18][cH:19]2)[cH:4][c:5]([O:8][CH2:9][C:10]#[CH:11])[cH:6][cH:7]1.[O:45]1[CH2:46][CH2:47][O:48][CH2:49][CH2:50]1.[OH2:51]>>[NH:1]([c:2]1[c:3]([C:12](=[O:13])[c:14]2[cH:15][cH:16][c:17]([CH:20]([CH3:21])[CH3:22])[cH:18][cH:19]2)[cH:4][c:5]([O:8][CH2:9][C:10]#[CH:11])[cH:6][cH:7]1)[CH2:30][c:31]1[cH:32][c:33]2[n:34][c:35]([O:43][CH3:44])[c:36]([O:41][CH3:42])[n:37][c:38]2[cH:39][cH:40]1. Reactants: O=C1C(C(N(C2=C(N1CC(=O)N(C1=CC=C(C=C1)OC)C(C)C)C=CC=C2)C2=NC=CC=N2)=O)=NNC2=CC=CC=C2 (2-[2,4-dioxo-3-(phenyl-hydrazono)-5-pyrimidin-2-yl-2,3,4,5-tetrahydro-benzo[b][1,4]diazepine-1-yl]-N-isopropyl-N-(4-methoxy-phenyl)-acetamide). Reagents/catalysts: [Zn] (zinc). Run in C(C)(=O)O (acetic acid). Reaction conditions: time 1 hour. The product is NC1C(N(C2=C(N(C1=O)CC(=O)N(C1=CC=C(C=C1)OC)C(C)C)C=CC=C2)C2=NC=CC=N2)=O (2-(3-Amino-2,4-dioxo-5-pyrimidin-2-yl-2, 3, 4, 5-tetrahydro-benzo[b][1,4]diazepine-1-yl)-N-isopropyl-N-(4-methoxy-phenyl)-acetamide). The yield is 60.6%. RXN SMILES: [O:1]=[C:2]1[N:8]([CH2:9][C:10]([N:12]([CH:21]([CH3:23])[CH3:22])[C:13]2[CH:18]=[CH:17][C:16]([O:19][CH3:20])=[CH:15][CH:14]=2)=[O:11])[C:7]2[CH:24]=[CH:25][CH:26]=[CH:27][C:6]=2[N:5]([C:28]2[N:33]=[CH:32][CH:31]=[CH:30][N:29]=2)[C:4](=[O:34])[C:3]1=[N:35]NC1C=CC=CC=1>C(O)(=O)C.[Zn]>[NH2:35][CH:3]1[C:2](=[O:1])[N:8]([CH2:9][C:10]([N:12]([CH:21]([CH3:23])[CH3:22])[C:13]2[CH:18]=[CH:17][C:16]([O:19][CH3:20])=[CH:15][CH:14]=2)=[O:11])[C:7]2[CH:24]=[CH:25][CH:26]=[CH:27][C:6]=2[N:5]([C:28]2[N:29]=[CH:30][CH:31]=[CH:32][N:33]=2)[C:4]1=[O:34]. Reported procedure: To a stirred solution of 2-[2,4-dioxo-3-(phenyl-hydrazono)-5-pyrimidin-2-yl-2,3,4,5-tetrahydro-benzo[b][1,4]diazepine-1-yl]-N-isopropyl-N-(4-methoxy-phenyl)-acetamide (500 mg, 0.886 mmol) in acetic acid (12 mL) at ambient temperature was added zinc dust (530 mg) and the resulting mixture was stirred 1 h. The zinc was separated by filtration, the filtrate concentrated in vacuo, and the resultant oil partitioned between water (30 mL) and ethyl acetate (80 mL). The pH was adjusted to 8 with 6N sodi...